This data is from the Open Reaction Database (ORD), a public repository of structured organic reaction records. The task is: describe an organic reaction: reactants, conditions, products, and yield Reactants: N(=O)OC(C)(C)C (1,1-dimethylethyl nitrite), resultant solution, NC=1C=CC2=C(CCCNC2=O)C1 (7-Amino-2,3,4,5-tetrahydro-1H-2-benzazepin-1-one), IC(I)I (triiodomethane). Solvent: C1CCOC1 (THF), C1CCOC1 (THF). Conditions: temperature 50 celsius. Yields the product IC=1C=CC2=C(CCCNC2=O)C1 (7-Iodo-2,3,4,5-tetrahydro-1H-2-benzazepin-1-one). Isolated yield 67.5%. As a reaction SMILES: N[C:2]1[CH:3]=[CH:4][C:5]2[C:11](=[O:12])[NH:10][CH2:9][CH2:8][CH2:7][C:6]=2[CH:13]=1.[I:14]C(I)I.N(OC(C)(C)C)=O>C1COCC1>[I:14][C:2]1[CH:3]=[CH:4][C:5]2[C:11](=[O:12])[NH:10][CH2:9][CH2:8][CH2:7][C:6]=2[CH:13]=1. Reported procedure: 7-Amino-2,3,4,5-tetrahydro-1H-2-benzazepin-1-one (may be prepared as described in: Preparation of benzazepinylpyrrolidonylsulfonamides as Factor Xa inhibitors; WO2007059952) (500 mg, 2.84 mmol) and triiodomethane (2234 mg, 5.67 mmol) were dissolved in THF (100 ml). Then 1,1-dimethylethyl nitrite (0.675 ml, 5.67 mmol) dissolved in THF (20 ml) was added drop-wise over 20 minutes and the resultant solution stirred for 1 hour. The mixture was heated at 50° C. for 30 minutes. Most of the solvent was ... Starting materials: CCCCCN1C(=O)C(C)(C)c2cc3[nH]c(CCc4cccc(NC(C)=O)c4)nc3cc21, CC(C)O, Cl. Product: CCCCCN1C(=O)C(C)(C)c2cc3[nH]c(CCc4cccc(N)c4)nc3cc21. As a reaction SMILES: [CH3:1][C:2]1([CH3:32])[C:3](=[O:31])[N:4]([CH2:26][CH2:27][CH2:28][CH2:29][CH3:30])[c:5]2[cH:6][c:7]3[c:8]([cH:9][c:10]21)[nH:11][c:12]([CH2:14][CH2:15][c:16]1[cH:17][c:18]([NH:22][C:23](=[O:24])[CH3:25])[cH:19][cH:20][cH:21]1)[n:13]3.[CH3:33][CH:34]([OH:35])[CH3:36].[ClH:37]>>[CH3:1][C:2]1([CH3:32])[C:3](=[O:31])[N:4]([CH2:26][CH2:27][CH2:28][CH2:29][CH3:30])[c:5]2[cH:6][c:7]3[c:8]([cH:9][c:10]21)[nH:11][c:12]([CH2:14][CH2:15][c:16]1[cH:17][c:18]([NH2:22])[cH:19][cH:20][cH:21]1)[n:13]3. The reactants are [Na] (Sodium), CO (methanol), BrC=1C(N(N=CC1Br)C1=CC(=CC(=C1)Cl)Cl)=O (4,5-Dibromo-2-(3,5-dichlorophenyl)pyridazin-3-one), CO (methanol). The product is BrC=1C(N(N=CC1OC)C1=CC(=CC(=C1)Cl)Cl)=O (4-Bromo-2-(3,5-dichlorophenyl)-5-methoxypyridazin-3-one). Reaction SMILES: [Na].[Br:2][C:3]1[C:4](=[O:18])[N:5]([C:10]2[CH:15]=[C:14]([Cl:16])[CH:13]=[C:12]([Cl:17])[CH:11]=2)[N:6]=[CH:7][C:8]=1Br.[CH3:19][OH:20]>>[Br:2][C:3]1[C:4](=[O:18])[N:5]([C:10]2[CH:15]=[C:14]([Cl:16])[CH:13]=[C:12]([Cl:17])[CH:11]=2)[N:6]=[CH:7][C:8]=1[O:20][CH3:19] |^1:0|. Reported procedure: Sodium (0.28 g, 0.012 moles) was dissolved in methanol (100 ml) and a suspension of 4,5-Dibromo-2-(3,5-dichlorophenyl)pyridazin-3-one (4.0 g, 0.01 moles) in methanol (60 ml) was added. Refluxed overnight. Evaporated to dryness and added water. Filtered off the solid and dried in a dessicator. Triturated with ether and dried in a dessicator. (3.1 g, 89%) The reactants are NC(C(O)C1=CC=C(C=C1)F)CC1=CC(=CC=C1)S(=O)(=O)C(F)(F)F ((1RS,2SR)-2-amino-1-(4-fluorophenyl)-3-{3-[(trifluoromethyl)sulfonyl]phenyl}propan-1-ol), FC1=CC=C(C2=CC=CC=C12)C(=O)O (4-fluoronaphthalenecarboxylic acid), Cl.C(C)N=C=NCCCN(C)C (1-ethyl-3-(3-dimethylaminopropyl)carbodiimide hydrochloride), O.ON1N=NC2=C1C=CC=C2 (1-hydroxybenzotriazole hydrate). Run in O (water), C(C)#N (acetonitrile). Conditions: time 8 hour. Yields the product FC1=CC=C(C2=CC=CC=C12)C(=O)NC(C(O)C1=CC=C(C=C1)F)CC1=CC(=CC=C1)S(=O)(=O)C(F)(F)F (4-fluoro-N-((1RS,2SR)-2-(4-fluorophenyl)-2-hydroxy-1-{3-[(trifluoromethyl)sulfonyl]benzyl}ethyl)-1-naphthamide). Reaction SMILES: [NH2:1][CH:2]([CH2:12][C:13]1[CH:18]=[CH:17][CH:16]=[C:15]([S:19]([C:22]([F:25])([F:24])[F:23])(=[O:21])=[O:20])[CH:14]=1)[CH:3]([C:5]1[CH:10]=[CH:9][C:8]([F:11])=[CH:7][CH:6]=1)[OH:4].[F:26][C:27]1[C:36]2[C:31](=[CH:32][CH:33]=[CH:34][CH:35]=2)[C:30]([C:37](O)=[O:38])=[CH:29][CH:28]=1.Cl.C(N=C=NCCCN(C)C)C.O.ON1C2C=CC=CC=2N=N1>C(#N)C.O>[F:26][C:27]1[C:36]2[C:31](=[CH:32][CH:33]=[CH:34][CH:35]=2)[C:30]([C:37]([NH:1][CH:2]([CH2:12][C:13]2[CH:18]=[CH:17][CH:16]=[C:15]([S:19]([C:22]([F:24])([F:25])[F:23])(=[O:21])=[O:20])[CH:14]=2)[CH:3]([C:5]2[CH:6]=[CH:7][C:8]([F:11])=[CH:9][CH:10]=2)[OH:4])=[O:38])=[CH:29][CH:28]=1 |f:2.3,4.5|. Procedure details: To a solution of (1RS,2SR)-2-amino-1-(4-fluorophenyl)-3-{3-[(trifluoromethyl)sulfonyl]phenyl}propan-1-ol (260 mg, 0.69 mmol) in acetonitrile (20 ml) were added 4-fluoronaphthalenecarboxylic acid (131 mg, 0.69 mmol), 1-ethyl-3-(3-dimethylaminopropyl)carbodiimide hydrochloride (198 mg, 1.03 mmol) and 1-hydroxybenzotriazole hydrate (105 mg, 0.69 mmol), and the mixture was stirred overnight at room temperature. The reaction solution was diluted with water (100 ml) and extracted with ethyl acetate (1... Starting materials: C(CCC)[Li] (n-butyllithium), O1C=CC2=C1CCCC2=O (4,5,6,7-tetrahydrobenzofuran-4-one), CCOCC (ether), [Cl-].[NH4+] (ammonium chloride), O1C=CC2=C1C=CC=C2 (benzofuran), CCOCC (ether). The solvent is CCCCCC (hexane). Conditions: temperature 0 celsius, time 30 minute. The product is O1C(=CC2=C1C=CC=C2)C2CCC(C1=C2C=CO1)O (4,5,6,7-tetrahydro-4-(2-benzofuryl)benzofuran-7-ol). Yield: 97.0%. Reaction SMILES: [O:1]1[C:5]2[CH:6]=[CH:7][CH:8]=[CH:9][C:4]=2[CH:3]=[CH:2]1.C([Li])CCC.[O:15]1[C:19]2[CH2:20][CH2:21][CH2:22][C:23](=O)[C:18]=2[CH:17]=[CH:16]1.[Cl-].[NH4+].CC[O:29]CC>CCCCCC>[O:1]1[C:5]2[CH:6]=[CH:7][CH:8]=[CH:9][C:4]=2[CH:3]=[C:2]1[CH:23]1[C:18]2[CH:17]=[CH:16][O:15][C:19]=2[CH:20]([OH:29])[CH2:21][CH2:22]1 |f:3.4|. Procedure: To a solution of 11.1 g (0.0939 mol) of benzofuran in 150 ml of ether cooled to -20° C. was added a solution of 9.39 ml (0.0939 mol) 10M n-butyllithium in hexane, and the mixture was allowed to warm to 0° C. and stirred for 30 min. The mixture was cooled to -78° C. and 10.6 g (0.078 mol) of 4,5,6,7-tetrahydrobenzofuran-4-one in 20 ml of ether was added dropwise and the mixture was allowed to warm to room temperature, and then stirred for 1 h. To the mixture was added saturated ammonium chloride ... Reactants: [OH-].[Na+] (sodium hydroxide), COC1=CC(=NC=C1)C=1C=C(C=CC1)NC(=S)NC(C1=CC=CC=C1)=O (N-(3-(4-methoxypyridin-2-yl)phenyl)-N′-benzoylthiourea), Cl (hydrochloric acid). Solvent: O (water), CO (methanol). Conditions: temperature 60 celsius, time 1 hour. The product is COC1=CC(=NC=C1)C=1C=C(C=CC1)NC(=S)N (N-(3-(4-methoxypyridin-2-yl)phenyl)thiourea). Isolated yield 96.0%. As a reaction SMILES: [CH3:1][O:2][C:3]1[CH:8]=[CH:7][N:6]=[C:5]([C:9]2[CH:10]=[C:11]([NH:15][C:16]([NH:18]C(=O)C3C=CC=CC=3)=[S:17])[CH:12]=[CH:13][CH:14]=2)[CH:4]=1.[OH-].[Na+].Cl>CO.O>[CH3:1][O:2][C:3]1[CH:8]=[CH:7][N:6]=[C:5]([C:9]2[CH:10]=[C:11]([NH:15][C:16]([NH2:18])=[S:17])[CH:12]=[CH:13][CH:14]=2)[CH:4]=1 |f:1.2|. Reported procedure: To a suspension of N-(3-(4-methoxypyridin-2-yl)phenyl)-N′-benzoylthiourea (429 mg) in methanol (5 ml) was added an aqueous sodium hydroxide solution (1N, 1.42 ml) dropwise. The mixture was stirred at 60° C. for 1 hour and cooled to ambient temperature. The pH was adjusted to 8.0 with 1N hydrochloric acid. The mixture was diluted with water (50 ml) and extracted with dichloromethane-methanol (4:1). The organic layer was washed with brine, dried over sodium sulfate and evaporated under reduced pre... As a reaction SMILES: [CH2:1]([O:8][C:9]1[CH:10]=[CH:11][C:12]([Cl:23])=[C:13]2[C:17]=1[NH:16][C:15]([C:18]([O:20][CH2:21][CH3:22])=[O:19])=[CH:14]2)[C:2]1[CH:7]=[CH:6][CH:5]=[CH:4][CH:3]=1.[H-].[Na+].[CH3:26]I>CN(C)C=O>[CH2:1]([O:8][C:9]1[CH:10]=[CH:11][C:12]([Cl:23])=[C:13]2[C:17]=1[N:16]([CH3:26])[C:15]([C:18]([O:20][CH2:21][CH3:22])=[O:19])=[CH:14]2)[C:2]1[CH:3]=[CH:4][CH:5]=[CH:6][CH:7]=1 |f:1.2|. Starting materials: C(C1=CC=CC=C1)OC=1C=CC(=C2C=C(NC12)C(=O)OCC)Cl (ethyl 7-benzyloxy-4-chloro-2-indolecarboxylate), [H-].[Na+] (sodium hydride), CI (methyl iodide). Yields the product C(C1=CC=CC=C1)OC=1C=CC(=C2C=C(N(C12)C)C(=O)OCC)Cl (Ethyl 7-benzyloxy-4-chloro-1-methyl-2-indolecarboxylate). Procedure: The reaction was carried out in a manner similar to Reference Example 18 a) except for using 8.00 g (24.3 mmol) of ethyl 7-benzyloxy-4-chloro-2-indolecarboxylate, 0.97 g (24.3 mmol) of 60% sodium hydride, 10.3 g (72.8 mmol) of methyl iodide and 200 ml of dimethylformamide. Ethyl 7-benzyloxy-4-chloro-1-methyl-2-indolecarboxylate was thus obtained in the yield of 7.71 g (92.4%). The solvent is CN(C=O)C (dimethylformamide). The reactants are C(C1=CC=CC=C1)(=O)NN (benzoic hydrazide), Cl.C(CCCC)(OCC)=N (ethyl valerimidate hydrochloride). Run in CCO (EtOH), CCO (EtOH). Conditions: time 3 hour. Yields the product C(C1=CC=CC=C1)(=O)NN=C(CCCC)OCC (Ethyl valerate benzoylhydrazone). Isolated yield 25.4%. As a reaction SMILES: [C:1]([NH:9][NH2:10])(=[O:8])[C:2]1[CH:7]=[CH:6][CH:5]=[CH:4][CH:3]=1.Cl.[C:12](=N)([O:17][CH2:18][CH3:19])[CH2:13][CH2:14][CH2:15][CH3:16]>CCO>[C:1]([NH:9][N:10]=[C:12]([O:17][CH2:18][CH3:19])[CH2:13][CH2:14][CH2:15][CH3:16])(=[O:8])[C:2]1[CH:7]=[CH:6][CH:5]=[CH:4][CH:3]=1 |f:1.2|. Procedure: A solution of 2.2 g (15.9 mmol) of benzoic hydrazide in 50 ml of dry EtOH was stirred under N2 at -10° C. as a solution of 2.5 g (15.1 mmol) of ethyl valerimidate hydrochloride [prepared by method of A. H. Hill and I. Rabinowitz, J. Am. Chem. Soc. 48, 734 (1926)] in 50 ml of dry EtOH was added dropwise over about 15 minutes. Stirring was continued at -10° C. for 3 hours, during which time a white precipitate separated. The cold mixture was filtered through Celite, and the filtrate was co-evapora... Reactants: ClC1=CC=C(C=C1)C1=CNC(N1CC)=O (5-(4-chlorophenyl)-1-ethyl-1,3-dihydro-2H-imidazol-2-one), ClCC(=O)OCC (ethyl chloroacetate), C([O-])([O-])=O.[K+].[K+] (potassium carbonate). Solvent: C(C)#N (acetonitrile). The product is ClC1=CC=C(C=C1)C=1N(C(N(C1)CC(=O)O)=O)CC ([4-(4-chlorophenyl)-3-ethyl-2-oxo-2,3-dihydro-1H-imidazol-1-yl]-acetic acid). Reaction SMILES: [Cl:1][C:2]1[CH:7]=[CH:6][C:5]([C:8]2[N:12]([CH2:13][CH3:14])[C:11](=[O:15])[NH:10][CH:9]=2)=[CH:4][CH:3]=1.Cl[CH2:17][C:18]([O:20]CC)=[O:19].C(=O)([O-])[O-].[K+].[K+]>C(#N)C>[Cl:1][C:2]1[CH:3]=[CH:4][C:5]([C:8]2[N:12]([CH2:13][CH3:14])[C:11](=[O:15])[N:10]([CH2:17][C:18]([OH:20])=[O:19])[CH:9]=2)=[CH:6][CH:7]=1 |f:2.3.4|. Procedure details: 685 mg (3.076 mmol) of 5-(4-chlorophenyl)-1-ethyl-1,3-dihydro-2H-imidazol-2-one from Example 119A are placed in 10 ml acetonitrile, treated with 377 mg (3.076 mmol) of ethyl chloroacetate and 850 mg (6.152 mmol) of potassium carbonate and stirred under reflux overnight. The reaction mixture is evaporated, the residue is partitioned between dichloromethane and water, the organic phase is separated, and this is dried over sodium sulphate and again concentrated. The crude product is purified by fla... Reactants: [BH4-], CSCOC(C)(CCCC(C)CC(C)(C)C)C(=O)CCC1(C(O[SiH](c2ccccc2)c2ccccc2)OS(=O)(=O)c2ccc(C)cc2)OCCO1, CO, [Na+]. Yields the product CSCOC(C)(CCCC(C)CC(C)(C)C)C(O)CCC1(C(O[SiH](c2ccccc2)c2ccccc2)OS(=O)(=O)c2ccc(C)cc2)OCCO1. As a reaction SMILES: [BH4-:52].[C:1]([CH3:2])([CH3:3])([CH3:4])[CH2:5][CH:6]([CH2:7][CH2:8][CH2:9][C:10]([C:11]([CH2:12][CH2:13][C:14]1([CH:15]([O:16][S:17](=[O:18])(=[O:19])[c:20]2[cH:21][cH:22][c:23]([CH3:24])[cH:25][cH:26]2)[O:27][SiH:28]([c:29]2[cH:30][cH:31][cH:32][cH:33][cH:34]2)[c:35]2[cH:36][cH:37][cH:38][cH:39][cH:40]2)[O:41][CH2:42][CH2:43][O:44]1)=[O:45])([O:46][CH2:47][S:48][CH3:49])[CH3:50])[CH3:51].[CH3:54][OH:55].[Na+:53]>>[C:1]([CH3:2])([CH3:3])([CH3:4])[CH2:5][CH:6]([CH2:7][CH2:8][CH2:9][C:10]([CH:11]([CH2:12][CH2:13][C:14]1([CH:15]([O:16][S:17](=[O:18])(=[O:19])[c:20]2[cH:21][cH:22][c:23]([CH3:24])[cH:25][cH:26]2)[O:27][SiH:28]([c:29]2[cH:30][cH:31][cH:32][cH:33][cH:34]2)[c:35]2[cH:36][cH:37][cH:38][cH:39][cH:40]2)[O:41][CH2:42][CH2:43][O:44]1)[OH:45])([O:46][CH2:47][S:48][CH3:49])[CH3:50])[CH3:51].